This data is from the Open Reaction Database (ORD), a public repository of structured organic reaction records. The task is: describe an organic reaction: reactants, conditions, products, and yield Reactants: ClC1=NC(=NC(=C1)NN)CC (4-chloro-2-ethyl-6-hydrazinylpyrimidine), CN1CCNCC1 (1-methylpiperazine). Run in O (water). Product: C(C)C1=NC(=CC(=N1)N1CCN(CC1)C)NN (2-ethyl-6-hydrazinyl-4-(4-methyl-1-piperazinyl)pyrimidine). Yield: 70.2%. RXN SMILES: Cl[C:2]1[CH:7]=[C:6]([NH:8][NH2:9])[N:5]=[C:4]([CH2:10][CH3:11])[N:3]=1.[CH3:12][N:13]1[CH2:18][CH2:17][NH:16][CH2:15][CH2:14]1>O>[CH2:10]([C:4]1[N:3]=[C:2]([N:16]2[CH2:17][CH2:18][N:13]([CH3:12])[CH2:14][CH2:15]2)[CH:7]=[C:6]([NH:8][NH2:9])[N:5]=1)[CH3:11]. Procedure: A mixture of 8.3 g (0.05 mole) of 4-chloro-2-ethyl-6-hydrazinylpyrimidine and 11 g (0.10 mole) of 1-methylpiperazine in 250 ml of water was heated at reflux for 16 hours and was then cooled and extracted with chloroform. The extracts were dried over magnesium sulfate and were then evaporated to provide 8.3 g (70%) of 2-ethyl-6-hydrazinyl-4-(4-methyl-1-piperazinyl)pyrimidine. Product: ClC1=CC=C(C=C1)C1=NOC2=C1C=CC(=C2)SC(C(=O)O)(C)C (2-{[3-(4-chlorophenyl)-1,2-benzisoxazol-6yl]thio}-2-methylpropionic acid). RXN SMILES: [Cl:1][C:2]1[CH:7]=[CH:6][C:5]([C:8]2[C:12]3[CH:13]=[CH:14][C:15]([S:17][C:18]([CH3:25])([CH3:24])[C:19]([O:21]CC)=[O:20])=[CH:16][C:11]=3[O:10][N:9]=2)=[CH:4][CH:3]=1.[OH-].[Na+]>CO>[Cl:1][C:2]1[CH:7]=[CH:6][C:5]([C:8]2[C:12]3[CH:13]=[CH:14][C:15]([S:17][C:18]([CH3:25])([CH3:24])[C:19]([OH:21])=[O:20])=[CH:16][C:11]=3[O:10][N:9]=2)=[CH:4][CH:3]=1 |f:1.2|. Starting materials: ClC1=CC=C(C=C1)C1=NOC2=C1C=CC(=C2)SC(C(=O)OCC)(C)C (ethyl 2-{[3-(4-chlorophenyl)-1,2-benzisoxazol-6-yl]thio}-2-methylpropionate), [OH-].[Na+] (sodium hydroxide). Run in CO (methanol). Reported procedure: A solution of 3.7 g of ethyl 2-{[3-(4-chlorophenyl)-1,2-benzisoxazol-6-yl]thio}-2-methylpropionate, 30 ml of 15% sodium hydroxide solution and 30 ml of methanol, is stirred under reflux for 3 hr. The methanol is evaporated and the aqueous solution poured into ice/dilute hydrochloric acid. The precipitate is collected, dried and recrystallized from toluene to afford 2-{[3-(4-chlorophenyl)-1,2-benzisoxazol-6yl]thio}-2-methylpropionic acid, mp 176°-7° C. Starting materials: O=C(Cl)c1ccccc1, O=C([O-])O, O=C1CCCN1C1CCC2(O)C3Cc4ccc(OCc5ccccc5)c5c4C2(CCN3CC2CC2)C1O5, C1CCOC1, C1CCOC1, CC(C)[N-]C(C)C, [Li+], [Na+]. Yields the product O=C(c1ccccc1)C1CCN(C2CCC3(O)C4Cc5ccc(OCc6ccccc6)c6c5C3(CCN4CC3CC3)C2O6)C1=O. As a reaction SMILES: [C:51]([c:52]1[cH:53][cH:54][cH:55][cH:56][cH:57]1)(=[O:58])[Cl:59].[C:60](=[O:61])([O-:62])[OH:63].[CH2:1]([c:2]1[cH:3][cH:4][cH:5][cH:6][cH:7]1)[O:8][c:9]1[cH:10][cH:11][c:12]2[c:21]3[c:22]1[O:23][CH:19]1[CH:18]([N:31]4[C:32](=[O:36])[CH2:33][CH2:34][CH2:35]4)[CH2:17][CH2:16][C:15]4([OH:37])[CH:14]([CH2:13]2)[N:26]([CH2:27][CH:28]2[CH2:29][CH2:30]2)[CH2:25][CH2:24][C:20]413.[CH2:46]1[O:47][CH2:48][CH2:49][CH2:50]1.[CH2:65]1[O:66][CH2:67][CH2:68][CH2:69]1.[CH3:39][CH:40]([N-:41][CH:42]([CH3:43])[CH3:44])[CH3:45].[Li+:38].[Na+:64]>>[CH2:1]([c:2]1[cH:3][cH:4][cH:5][cH:6][cH:7]1)[O:8][c:9]1[cH:10][cH:11][c:12]2[c:21]3[c:22]1[O:23][CH:19]1[CH:18]([N:31]4[C:32](=[O:36])[CH:33]([C:51]([c:52]5[cH:53][cH:54][cH:55][cH:56][cH:57]5)=[O:58])[CH2:34][CH2:35]4)[CH2:17][CH2:16][C:15]4([OH:37])[CH:14]([CH2:13]2)[N:26]([CH2:27][CH:28]2[CH2:29][CH2:30]2)[CH2:25][CH2:24][C:20]413. Reactants: CCOc1cc(C(C)(C)C)ccc1C1=NC(C)(c2ccc(Cl)cc2)C(C)(c2ccc(Cl)cc2)N1, O=C(Cl)C1CC1. Yields the product CCOc1cc(C(C)(C)C)ccc1C1=NC(C)(c2ccc(Cl)cc2)C(C)(c2ccc(Cl)cc2)N1C(=O)C1CC1. RXN SMILES: [C:1]([CH3:2])([CH3:3])([CH3:4])[c:5]1[cH:6][c:7]([O:32][CH2:33][CH3:34])[c:8]([C:11]2=[N:15][C:14]([CH3:16])([c:17]3[cH:18][cH:19][c:20]([Cl:23])[cH:21][cH:22]3)[C:13]([CH3:24])([c:25]3[cH:26][cH:27][c:28]([Cl:31])[cH:29][cH:30]3)[NH:12]2)[cH:9][cH:10]1.[CH:35]1([C:38](=[O:39])[Cl:40])[CH2:36][CH2:37]1>>[C:1]([CH3:2])([CH3:3])([CH3:4])[c:5]1[cH:6][c:7]([O:32][CH2:33][CH3:34])[c:8]([C:11]2=[N:12][C:13]([CH3:24])([c:25]3[cH:26][cH:27][c:28]([Cl:31])[cH:29][cH:30]3)[C:14]([CH3:16])([c:17]3[cH:18][cH:19][c:20]([Cl:23])[cH:21][cH:22]3)[N:15]2[C:38]([CH:35]2[CH2:36][CH2:37]2)=[O:39])[cH:9][cH:10]1.